describe an organic reaction: reactants, conditions, products, and yield From a dataset of the Open Reaction Database (ORD), a public repository of structured organic reaction records. The reactants are CCO, Cc1ccccc1, COc1ccc(C=O)cc1, CCOC(=O)CCl. Product: CCOC(=O)C1OC1c1ccc(OC)cc1. As a reaction SMILES: [CH3:1][CH2:2][OH:3].[CH3:21][c:22]1[cH:23][cH:24][cH:25][cH:26][cH:27]1.[CH3:4][O:5][c:6]1[cH:7][cH:8][c:9]([CH:10]=[O:11])[cH:12][cH:13]1.[Cl:14][CH2:15][C:16](=[O:17])[O:18][CH2:19][CH3:20]>>[CH3:4][O:5][c:6]1[cH:7][cH:8][c:9]([CH:10]2[O:11][CH:15]2[C:16](=[O:17])[O:18][CH2:19][CH3:20])[cH:12][cH:13]1. Reactants: FC1=CC=C(C=C1)C1(CCCCC1)C(=O)O (1-(4-fluorophenyl)cyclohexanecarboxylic acid), NCCCN1CCC(CC1)C1=CC=CC(=N1)NC(C(C)C)=O (N-{6-[1-(3-aminopropyl)-4-piperidinyl]-2-pyridinyl}-2-methylpropanamide). The product is FC1=CC=C(C=C1)C1(CCCCC1)C(=O)NCCCN1CCC(CC1)C1=NC(=CC=C1)NC(C(C)C)=O (1-(4-FLUOROPHENYL)-N-(3-{4-[6-(ISOBUTYRYLAMINO)-2-PYRIDINYL]-1-PIPERIDINYL}PROPYL)CYCLOHEXANECARBOXAMIDE). As a reaction SMILES: [F:1][C:2]1[CH:7]=[CH:6][C:5]([C:8]2([C:14]([OH:16])=O)[CH2:13][CH2:12][CH2:11][CH2:10][CH2:9]2)=[CH:4][CH:3]=1.[NH2:17][CH2:18][CH2:19][CH2:20][N:21]1[CH2:26][CH2:25][CH:24]([C:27]2[N:32]=[C:31]([NH:33][C:34](=[O:38])[CH:35]([CH3:37])[CH3:36])[CH:30]=[CH:29][CH:28]=2)[CH2:23][CH2:22]1>>[F:1][C:2]1[CH:3]=[CH:4][C:5]([C:8]2([C:14]([NH:17][CH2:18][CH2:19][CH2:20][N:21]3[CH2:26][CH2:25][CH:24]([C:27]4[CH:28]=[CH:29][CH:30]=[C:31]([NH:33][C:34](=[O:38])[CH:35]([CH3:36])[CH3:37])[N:32]=4)[CH2:23][CH2:22]3)=[O:16])[CH2:9][CH2:10][CH2:11][CH2:12][CH2:13]2)=[CH:6][CH:7]=1. Procedure: Example 68 was prepared from 1-(4-fluorophenyl)cyclohexanecarboxylic acid and N-{6-[1-(3-aminopropyl)-4-piperidinyl]-2-pyridinyl}-2-methylpropanamide according to the procedures described in Scheme 10: 1H NMR (400 MHz, CDCl3) δ 8.07 (d, 1H, J=8.0 Hz), 7.79 (br s, 1H), 7.66 (t, 1H, J=8.0 Hz), 7.45–7.41 (m, 2H), 7.04–7.00 (m, 2H), 6.89 (d, 1 H, J=7.6 Hz), 6.85 (br s, 1H), 3.30 (dd, 2H, J=6.0, 12.0 Hz), 2.97 (d, 2H, J=11.6 Hz), 2.57–2.50 (m, 2H), 2.37–2.32 (m, 4H), 2.01–1.77 (m, 8H), 1.65–1.60 (m, ... Starting materials: CCCCOCCOCc1ccc(OCC2CO2)cc1, NCCOc1ccc(C2=NNC(=O)CC2)cc1Cl. The product is CCCCOCCOCc1ccc(OCC(O)CNCCOc2ccc(C3=NNC(=O)CC3)cc2Cl)cc1. RXN SMILES: [CH2:1]([CH2:2][CH2:3][CH3:4])[O:5][CH2:6][CH2:7][O:8][CH2:9][c:10]1[cH:11][cH:12][c:13]([O:14][CH2:15][CH:16]2[CH2:17][O:18]2)[cH:19][cH:20]1.[NH2:21][CH2:22][CH2:23][O:24][c:25]1[c:26]([Cl:38])[cH:27][c:28]([C:31]2=[N:36][NH:35][C:34](=[O:37])[CH2:33][CH2:32]2)[cH:29][cH:30]1>>[CH2:1]([CH2:2][CH2:3][CH3:4])[O:5][CH2:6][CH2:7][O:8][CH2:9][c:10]1[cH:11][cH:12][c:13]([O:14][CH2:15][CH:16]([CH2:17][NH:21][CH2:22][CH2:23][O:24][c:25]2[c:26]([Cl:38])[cH:27][c:28]([C:31]3=[N:36][NH:35][C:34](=[O:37])[CH2:33][CH2:32]3)[cH:29][cH:30]2)[OH:18])[cH:19][cH:20]1. RXN SMILES: [CH2:1]([CH2:2][CH3:3])[O:4][c:5]1[cH:6][cH:7][c:8]([CH:9]=[O:10])[cH:11][cH:12]1.[CH3:13][O:14][c:15]1[c:16]([C:23]([CH3:24])=[O:25])[cH:17][c:18]([O:21][CH3:22])[cH:19][cH:20]1.[CH3:28][OH:29].[Na+:27].[OH-:26]>>[CH2:1]([CH2:2][CH3:3])[O:4][c:5]1[cH:6][cH:7][c:8]([CH:9]=[CH:24][C:23]([c:16]2[c:15]([O:14][CH3:13])[cH:20][cH:19][c:18]([O:21][CH3:22])[cH:17]2)=[O:25])[cH:11][cH:12]1. The product is CCCOc1ccc(C=CC(=O)c2cc(OC)ccc2OC)cc1. Reactants: CCCOc1ccc(C=O)cc1, COc1ccc(OC)c(C(C)=O)c1, CO, [Na+], [OH-]. The reactants are [Al+3], ClCCl, CC(=O)Cl, Cc1ccc(-n2nc3c(cc2=O)CCc2sccc2-3)cc1, [Cl-], [Cl-], [Cl-], O. Yields the product CC(=O)c1cc2c(s1)CCc1cc(=O)n(-c3ccc(C)cc3)nc1-2. RXN SMILES: [Al+3:2].[CH2:31]([Cl:32])[Cl:33].[CH3:5][C:6]([Cl:7])=[O:8].[CH3:9][c:10]1[cH:11][cH:12][c:13](-[n:16]2[n:17][c:18]3[c:23]([cH:24][c:25]2=[O:26])[CH2:22][CH2:21][c:20]2[c:19]-3[cH:29][cH:28][s:27]2)[cH:14][cH:15]1.[Cl-:1].[Cl-:3].[Cl-:4].[OH2:30]>>[CH3:5][C:6](=[O:8])[c:28]1[s:27][c:20]2[c:19]([cH:29]1)-[c:18]1[n:17][n:16](-[c:13]3[cH:12][cH:11][c:10]([CH3:9])[cH:15][cH:14]3)[c:25](=[O:26])[cH:24][c:23]1[CH2:22][CH2:21]2. Reactants: [BH4-].[Na+] (NaBH4), CC(C(CNC(=O)C=1C(=NC=CC1)SCCCC1=CC=C(C=C1)F)=O)(C)C (N-(3,3-dimethyl-2-oxo-butyl)-2-[3-(4-fluoro-phenyl)-propylsulfanyl]-pyridine-3-carboxylic acid amide), CC(C(CNC(=O)C=1C(=NC=CC1)SCCCC1=CC=C(C=C1)F)=O)(C)C (N-(3,3-dimethyl-2-oxo-butyl)-2-[3-(4-fluoro-phenyl)-propylsulfanyl]-pyridine-3-carboxylic acid amide), CCCCCC.CC(OCC)=O (hexane EA). Solvent: CCO (EtOH). Conditions: temperature 0 celsius, time 2 hour. The product is FC1=CC=C(C=C1)CCCSC1=NC=CC=C1C(=O)NCC(C(C)(C)C)O (2-[3-(4-fluorophenyl)-propylsulfanyl]-N-(2-hydroxy-3,3-dimethyl-butyl)-pyridine-3-carboxylic acid amide). Yield: 91.1%. As a reaction SMILES: [BH4-].[Na+].[CH3:3][C:4]([CH3:29])([CH3:28])[C:5](=[O:27])[CH2:6][NH:7][C:8]([C:10]1[C:11]([S:16][CH2:17][CH2:18][CH2:19][C:20]2[CH:25]=[CH:24][C:23]([F:26])=[CH:22][CH:21]=2)=[N:12][CH:13]=[CH:14][CH:15]=1)=[O:9].CCCCCC.CC(=O)OCC>CCO>[F:26][C:23]1[CH:24]=[CH:25][C:20]([CH2:19][CH2:18][CH2:17][S:16][C:11]2[C:10]([C:8]([NH:7][CH2:6][CH:5]([OH:27])[C:4]([CH3:28])([CH3:3])[CH3:29])=[O:9])=[CH:15][CH:14]=[CH:13][N:12]=2)=[CH:21][CH:22]=1 |f:0.1,3.4|. Procedure: 70 mg (1.8 mmol) of NaBH4 were added in portions at 0° C. to a solution of 350 mg (0.9 mmol) of N-(3,3-dimethyl-2-oxo-butyl)-2-[3-(4-fluoro-phenyl)-propylsulfanyl]-pyridine-3-carboxylic acid amide (exemplary compound 125) in EtOH (7 ml). Stirring was then carried out for 2 h at RT. The mixture was then cooled to 0° C., quenched with a sat. aq. NH4Cl sol. (20 ml) and concentrated in vacuo. The residue was taken up in EA and the solution was washed with a 1M aq. NaHCO3 sol., water and brine, dried...